From a dataset of the Open Reaction Database (ORD), a public repository of structured organic reaction records. describe an organic reaction: reactants, conditions, products, and yield The reactants are COc1cc2nccc(Oc3ccc(N)cc3)c2cc1OC, Cc1ccccc1, CC(C)c1ccc(N=C=O)cc1. Yields the product COc1cc2nccc(Oc3ccc(NC(=O)Nc4ccc(C(C)C)cc4)cc3)c2cc1OC. As a reaction SMILES: [CH3:1][O:2][c:3]1[cH:4][c:5]2[c:6]([O:15][c:16]3[cH:17][cH:18][c:19]([NH2:22])[cH:20][cH:21]3)[cH:7][cH:8][n:9][c:10]2[cH:11][c:12]1[O:13][CH3:14].[CH3:35][c:36]1[cH:37][cH:38][cH:39][cH:40][cH:41]1.[CH:23]([CH3:24])([CH3:25])[c:26]1[cH:27][cH:28][c:29]([N:32]=[C:33]=[O:34])[cH:30][cH:31]1>>[CH3:1][O:2][c:3]1[cH:4][c:5]2[c:6]([O:15][c:16]3[cH:17][cH:18][c:19]([NH:22][C:33]([NH:32][c:29]4[cH:28][cH:27][c:26]([CH:23]([CH3:24])[CH3:25])[cH:31][cH:30]4)=[O:34])[cH:20][cH:21]3)[cH:7][cH:8][n:9][c:10]2[cH:11][c:12]1[O:13][CH3:14].